From a dataset of the Open Reaction Database (ORD), a public repository of structured organic reaction records. describe an organic reaction: reactants, conditions, products, and yield The reactants are [OH-].[Na+] (sodium hydroxide), ClCCCC#N (4-chlorobutyronitrile), [N-]=[N+]=[N-].[Na+] (sodium azide), [Cl-].[NH4+] (ammonium chloride). Run in CN(C=O)C (dimethyl-formamide). Reaction conditions: temperature 140 celsius, time 20 hour. Product: ClCCCC1=NN=NN1 (5-(3-chloropropyl)-tetrazole). RXN SMILES: [Cl:1][CH2:2][CH2:3][CH2:4][C:5]#[N:6].[N-:7]=[N+:8]=[N-:9].[Na+].[Cl-].[NH4+].[OH-].[Na+]>CN(C)C=O>[Cl:1][CH2:2][CH2:3][CH2:4][C:5]1[NH:9][N:8]=[N:7][N:6]=1 |f:1.2,3.4,5.6|. Procedure: A mixture of 3.5 g of 4-chlorobutyronitrile, 2.3 g of sodium azide and 1.9 g of ammonium chloride in 50 ml of dimethyl-formamide is stirred at 140° C. for 20 hours. The reaction mixture is poured onto ice, basified with 1N sodium hydroxide and extracted twice with ethyl acetate. The aqueous fraction is acidified with acetic acid and extracted with ethylacetate. Evaporation of the ethyl acetate gives 5-(3-chloropropyl)-tetrazole which is used directly in the next step.